Dataset: the Open Reaction Database (ORD), a public repository of structured organic reaction records. Task: describe an organic reaction: reactants, conditions, products, and yield RXN SMILES: [C:1]([C:2]([CH3:3])([CH3:4])[CH3:5])(=[O:6])[O:7][CH2:8][C:9]([CH2:10][n:11]1[c:12](=[O:22])[c:13]2[cH:14][cH:15][c:16]([Br:21])[cH:17][c:18]2[cH:19][cH:20]1)([CH3:23])[CH3:24].[O:31]=[CH:32][N:33]([CH3:34])[CH3:35].[OH2:30].[P:25]([Cl:26])([Cl:27])([Cl:28])=[O:29]>>[C:1]([C:2]([CH3:3])([CH3:4])[CH3:5])(=[O:6])[O:7][CH2:8][C:9]([CH2:10][n:11]1[c:12](=[O:22])[c:13]2[cH:14][cH:15][c:16]([Br:21])[cH:17][c:18]2[c:19]([CH:32]=[O:31])[cH:20]1)([CH3:23])[CH3:24]. Reactants: CC(C)(COC(=O)C(C)(C)C)Cn1ccc2cc(Br)ccc2c1=O, CN(C)C=O, O, O=P(Cl)(Cl)Cl. The product is CC(C)(COC(=O)C(C)(C)C)Cn1cc(C=O)c2cc(Br)ccc2c1=O. The reactants are Cl(=O)(=O)(=O)O (Perchloric acid), CON=C(C(=O)NC1[C@@H]2N(C(=CCS2)C(=O)O)C1=O)C(CCl)(OCC)OCC (7-(2-methoxyimino-3,3-diethoxy-4-chlorobutyramido)-3-cephem-4-carboxylic acid). Solvent: C(C(C)C)C(=O)C (methyl isobutyl ketone). The product is CON=C(C(=O)NC1[C@@H]2N(C(=CCS2)C(=O)O)C1=O)C(CCl)=O (7-(2-methoxyimino-3-oxo-4-chlorobutyramido)-3-cephem-4-carboxylic acid). Yield: 64.9%. Reaction SMILES: Cl(O)(=O)(=O)=O.[CH3:6][O:7][N:8]=[C:9]([C:25](OCC)([O:28]CC)[CH2:26][Cl:27])[C:10]([NH:12][CH:13]1[C:23](=[O:24])[N:15]2[C:16]([C:20]([OH:22])=[O:21])=[CH:17][CH2:18][S:19][C@H:14]12)=[O:11]>C(C(C)=O)C(C)C>[CH3:6][O:7][N:8]=[C:9]([C:25](=[O:28])[CH2:26][Cl:27])[C:10]([NH:12][CH:13]1[C:23](=[O:24])[N:15]2[C:16]([C:20]([OH:22])=[O:21])=[CH:17][CH2:18][S:19][C@H:14]12)=[O:11]. Procedure: 70% Perchloric acid (0.75 ml), 7-(2-methoxyimino-3,3-diethoxy-4-chlorobutyramido)-3-cephem-4-carboxylic acid (syn isomer, 1.82 g) and methyl isobutyl ketone (7.3 ml) were treated in a similar manner to that of Example 47 to give 7-(2-methoxyimino-3-oxo-4-chlorobutyramido)-3-cephem-4-carboxylic acid (syn isomer, 0.98 g).